This data is from the Open Reaction Database (ORD), a public repository of structured organic reaction records. The task is: describe an organic reaction: reactants, conditions, products, and yield Starting materials: C(C1=CC=CC=C1)(=O)NC1C=2C=CC=C(C2CCC1)O (5-benzoylamino-1-hyroxy-5,6,7,8-tetrahydro-naphthalene), C([O-])([O-])=O.[K+].[K+] (potassium potassium carbonate), ClCC(=O)OC (methyl chloroacetate), [I-].[K+] (potassium iodide). Solvent: CN(C=O)C (dimethylformamide), CN(C=O)C (dimethylformamide). Conditions: temperature 50 celsius, time 7 hour. Product: C(C1=CC=CC=C1)(=O)NC1C=2C=CC=C(C2CCC1)OCC(=O)OC (Methyl 5-benzoylamino-5,6,7,8-tetrahydro-naphth-1-yl-oxyacetate). As a reaction SMILES: [C:1]([NH:9][CH:10]1[CH2:19][CH2:18][CH2:17][C:16]2[C:15]([OH:20])=[CH:14][CH:13]=[CH:12][C:11]1=2)(=[O:8])[C:2]1[CH:7]=[CH:6][CH:5]=[CH:4][CH:3]=1.C(=O)([O-])[O-].[K+].[K+].Cl[CH2:28][C:29]([O:31][CH3:32])=[O:30].[I-].[K+]>CN(C)C=O>[C:1]([NH:9][CH:10]1[CH2:19][CH2:18][CH2:17][C:16]2[C:15]([O:20][CH2:28][C:29]([O:31][CH3:32])=[O:30])=[CH:14][CH:13]=[CH:12][C:11]1=2)(=[O:8])[C:2]1[CH:3]=[CH:4][CH:5]=[CH:6][CH:7]=1 |f:1.2.3,5.6|. Reported procedure: 50 mmol of 5-benzoylamino-1-hyroxy-5,6,7,8-tetrahydro-naphthalene and 100 ml of anhydrous potassium potassium carbonate are stirred at 50° C. in 100 ml of absolute dimethylformamide for 20 minutes. A solution of 60 mmol of methyl chloroacetate and 25 mmol of potassium iodide in 25 ml dimethylformamide is added dropwise and the mixture is stirred at 50° C. for 6 to 8 hours. It is filtered under the influence of heat, the residue is rinsed thoroughly with ethyl acetate and the filtrate is evaporat... Starting materials: C=CCC(Cc1ccc(OCCO[Si](C)(C)C(C)(C)C)cc1)C(=O)OCC, C1CCOC1, CCCC[N+](CCCC)(CCCC)CCCC, [F-]. As a reaction SMILES: [C:1]([Si:2]([CH3:3])([CH3:4])[O:6][CH2:7][CH2:8][O:9][c:10]1[cH:11][cH:12][c:13]([CH2:14][CH:15]([C:16](=[O:17])[O:18][CH2:19][CH3:20])[CH2:21][CH:22]=[CH2:23])[cH:24][cH:25]1)([CH3:5])([CH3:26])[CH3:27].[CH2:46]1[O:47][CH2:48][CH2:49][CH2:50]1.[CH3:29][CH2:30][CH2:31][CH2:32][N+:33]([CH2:34][CH2:35][CH2:36][CH3:37])([CH2:38][CH2:39][CH2:40][CH3:41])[CH2:42][CH2:43][CH2:44][CH3:45].[F-:28]>>[OH:6][CH2:7][CH2:8][O:9][c:10]1[cH:11][cH:12][c:13]([CH2:14][CH:15]([C:16](=[O:17])[O:18][CH2:19][CH3:20])[CH2:21][CH:22]=[CH2:23])[cH:24][cH:25]1. The product is C=CCC(Cc1ccc(OCCO)cc1)C(=O)OCC. Reaction SMILES: C(O[C:4](=[O:21])[CH2:5][CH2:6][CH:7]([NH2:20])[C:8]1[CH:13]=[C:12]([CH3:14])[N:11]=[C:10]([N:15]2[CH:19]=[CH:18][N:17]=[CH:16]2)[N:9]=1)C.[C:22]([O:26][C:27](=[O:43])[N:28]([CH2:32][C:33]1[CH:42]=[CH:41][C:36]2[O:37][CH2:38][CH2:39][O:40][C:35]=2[CH:34]=1)[CH2:29][CH:30]=O)([CH3:25])([CH3:24])[CH3:23]>>[C:22]([O:26][C:27](=[O:43])[N:28]([CH2:32][C:33]1[CH:42]=[CH:41][C:36]2[O:37][CH2:38][CH2:39][O:40][C:35]=2[CH:34]=1)[CH2:29][CH2:30][N:20]1[C:4](=[O:21])[CH2:5][CH2:6][CH:7]1[C:8]1[CH:13]=[C:12]([CH3:14])[N:11]=[C:10]([N:15]2[CH:19]=[CH:18][N:17]=[CH:16]2)[N:9]=1)([CH3:23])([CH3:24])[CH3:25]. Reported procedure: (2,3-Dihydro-benzo[1,4]dioxin-6-ylmethyl)-{2-[2-(2-imidazol-1-yl-6-methyl-pyrimidin-4-yl)-5-oxo-pyrrolidin-1-yl]-ethyl}-carbamic acid tert-butyl ester was prepared following the procedures described in the preparation of Example 77c using 4-amino-4-(2-imidazol-1-yl-6-methyl-pyrimidin-4-yl)-butyric acid ethyl ester and (2,3-dihydro-benzo[1,4]dioxin-6-ylmethyl)-(2-oxo-ethyl)-carbamic acid tert-butyl ester. The product is C(C)(C)(C)OC(N(CCN1C(CCC1=O)C1=NC(=NC(=C1)C)N1C=NC=C1)CC1=CC2=C(OCCO2)C=C1)=O ((2,3-Dihydro-benzo[1,4]dioxin-6-ylmethyl)-{2-[2-(2-imidazol-1-yl-6-methyl-pyrimidin-4-yl)-5-oxo-pyrrolidin-1-yl]-ethyl}-carbamic acid tert-butyl ester). Starting materials: C(C)OC(CCC(C1=NC(=NC(=C1)C)N1C=NC=C1)N)=O (4-amino-4-(2-imidazol-1-yl-6-methyl-pyrimidin-4-yl)-butyric acid ethyl ester), C(C)(C)(C)OC(N(CC=O)CC1=CC2=C(OCCO2)C=C1)=O ((2,3-dihydro-benzo[1,4]dioxin-6-ylmethyl)-(2-oxo-ethyl)-carbamic acid tert-butyl ester). Reactants: [BH4-], CCO, [Cl-], CN(CCCCCCCC(F)(F)C(F)(F)F)CCCCCCC1Cc2cc(O)ccc2C2C(F)CC3(C)C(=O)CCC3C12, [Na+], [Na+]. Product: CN(CCCCCCCC(F)(F)C(F)(F)F)CCCCCCC1Cc2cc(O)ccc2C2C(F)CC3(C)C(O)CCC3C12. Reaction SMILES: [BH4-:44].[CH3:48][CH2:49][OH:50].[Cl-:47].[F:1][CH:2]1[CH:3]2[c:4]3[cH:5][cH:6][c:7]([OH:43])[cH:8][c:9]3[CH2:10][CH:11]([CH2:21][CH2:22][CH2:23][CH2:24][CH2:25][CH2:26][N:27]([CH2:28][CH2:29][CH2:30][CH2:31][CH2:32][CH2:33][CH2:34][C:35]([C:36]([F:37])([F:38])[F:39])([F:40])[F:41])[CH3:42])[CH:12]2[CH:13]2[CH2:14][CH2:15][C:16](=[O:20])[C:17]2([CH3:18])[CH2:19]1.[Na+:45].[Na+:46]>>[F:1][CH:2]1[CH:3]2[c:4]3[cH:5][cH:6][c:7]([OH:43])[cH:8][c:9]3[CH2:10][CH:11]([CH2:21][CH2:22][CH2:23][CH2:24][CH2:25][CH2:26][N:27]([CH2:28][CH2:29][CH2:30][CH2:31][CH2:32][CH2:33][CH2:34][C:35]([C:36]([F:37])([F:38])[F:39])([F:40])[F:41])[CH3:42])[CH:12]2[CH:13]2[CH2:14][CH2:15][CH:16]([OH:20])[C:17]2([CH3:18])[CH2:19]1. The reactants are C(C)(C)(C)OC(=O)N[C@@H](C(=O)O)C(C)C ((R)-2-(tert-butoxycarbonylamino)-3-methylbutanoic acid), Cl.FC(CN)(F)F (2,2,2 trifluoroethyl amine hydrochloride), C(CCl)Cl (EDC), C=1C=CC2=C(C1)N=NN2O (HOBT), CCN(C(C)C)C(C)C (DIPEA). Solvent: ClCCl (dichloromethane), C(C)(=O)OCC (ethyl acetate). Yields the product CC([C@H](C(NCC(F)(F)F)=O)NC(OC(C)(C)C)=O)C ((R)-tert-butyl 3-methyl-1-oxo-1-(2,2,2-trifluoroethylamino)butan-2-ylcarbamate). The yield is 93.4%. Reaction SMILES: [C:1]([O:5][C:6]([NH:8][C@H:9]([CH:13]([CH3:15])[CH3:14])[C:10]([OH:12])=O)=[O:7])([CH3:4])([CH3:3])[CH3:2].Cl.[F:17][C:18]([F:22])([F:21])[CH2:19][NH2:20].C(Cl)CCl.C1C=CC2N(O)N=NC=2C=1.CCN(C(C)C)C(C)C>ClCCl.C(OCC)(=O)C>[CH3:14][CH:13]([CH3:15])[C@@H:9]([NH:8][C:6](=[O:7])[O:5][C:1]([CH3:2])([CH3:3])[CH3:4])[C:10](=[O:12])[NH:20][CH2:19][C:18]([F:22])([F:21])[F:17] |f:1.2|. Reported procedure: A mixture of (R)-2-(tert-butoxycarbonylamino)-3-methylbutanoic acid (Aldrich, 10.0 g, 46.0 mmole), 2,2,2 trifluoroethyl amine hydrochloride (Aldrich Chemical) (7.48 g, 55.2 mmole), EDC (10.6 g, 55.2 mmole), HOBT (9.16 g, 60.0 mmole) and DIPEA (24.1 mL, 138 mmole) in dichloromethane (200 mL) was allowed to stir overnite at room temperature. The mixture was diluted with ethyl acetate (200 mL) washed with 1N HCl, (50 mL) followed by aq. sodium bicarbonate (200 mL) and then brine (100 mL). The organ... Run at temperature 0 celsius, time 1 hour. Yields the product CS(=O)(=O)NC([C@@H](C)C1=CC=C(C=C1)NC=1SC=C(N1)C(F)(F)F)=O ((2S)—N-(Methylsulfonyl)-2-(4-{[4-(trifluoromethyl)-1,3-thiazol-2yl]amino}phenyl) propanamide). Starting materials: H3PO4 H2PO4−, FC(C=1N=C(SC1)NC1=CC=C(C=C1)[C@@H](C(=O)O)C)(F)F ((2S)-2-(4-{[4-(Trifluoromethyl)-1,3-thiazol-2-yl]amino}phenyl)propanoic acid), C(Cl)Cl (CH2Cl2), CS(=O)(=O)N (methanesulfonamide), TEA, oil. Reported procedure: To a solution of (2S)-2-4-{[4-trifluoromethyl)-1,3-thiazol-2yl]amino}phenyl)propanoic acid (3) (0.1 g, 0.32 mmol) in dry CH2Cl2 (2 mL) CDI (0.055 g, 0.34 mmol) was added and the resulting solution was stirred for 1 h at T=0° C. After ice-water bath removal methanesulfonamide (0.032 g, 0.34 mmol) and TEA (40 μl, 0.29 mmol) were added and the resulting mixture was stirred at room temperature for 12 h. At the complete disappearance of the starting material, a buffer H3PO4/H2PO4− solution (pH=2.0, 5... Reaction SMILES: [F:1][C:2]([F:21])([F:20])[C:3]1[N:4]=[C:5]([NH:8][C:9]2[CH:14]=[CH:13][C:12]([C@H:15]([CH3:19])[C:16](O)=[O:17])=[CH:11][CH:10]=2)[S:6][CH:7]=1.C(Cl)Cl.[CH3:25][S:26]([NH2:29])(=[O:28])=[O:27]>>[CH3:25][S:26]([NH:29][C:16](=[O:17])[C@H:15]([C:12]1[CH:13]=[CH:14][C:9]([NH:8][C:5]2[S:6][CH:7]=[C:3]([C:2]([F:21])([F:20])[F:1])[N:4]=2)=[CH:10][CH:11]=1)[CH3:19])(=[O:28])=[O:27]. Yield: 71875.0%. Starting materials: Nc1c(Br)cccc1Br, CC(=O)O, OO. Yields the product O=Nc1c(Br)cccc1Br. Reaction SMILES: [Br:1][c:2]1[c:3]([NH2:4])[c:5]([Br:9])[cH:6][cH:7][cH:8]1.[CH3:12][C:13](=[O:14])[OH:15].[OH:10][OH:11]>>[Br:1][c:2]1[c:3]([N:4]=[O:10])[c:5]([Br:9])[cH:6][cH:7][cH:8]1. Procedure details: Conc. hydrochloric acid (0.85 g.) was added under ice-cooling to a stirred solution of 7-[2-ethoxyimino-2-(2-formamidothiazol-4-yl)acetamido]-3-(1,3,4-thiadiazol-2-yl)thiomethyl-3-cephem-4-carboxylic acid (syn isomer) (2.3 g.) in a mixture of methanol (23 ml.) and tetrahydrofuran (23 ml.), and the mixture was stirred for 2.5 hours at ambient temperature. The solvent was distilled off under reduced pressure and the residue was dissolved in a saturated aqueous solution of sodium bicarbonate (pH 7.... Run in CO (methanol), O1CCCC1 (tetrahydrofuran). Yield: 85.4%. Conditions: time 2.5 hour. The reactants are C(C)ON=C(C(=O)NC1[C@@H]2N(C(=C(CS2)CSC=2SC=NN2)C(=O)O)C1=O)C=1N=C(SC1)NC=O (7-[2-ethoxyimino-2-(2-formamidothiazol-4-yl)acetamido]-3-(1,3,4-thiadiazol-2-yl)thiomethyl-3-cephem-4-carboxylic acid), Cl (hydrochloric acid). Product: C(C)ON=C(C(=O)NC1[C@@H]2N(C(=C(CS2)CSC=2SC=NN2)C(=O)O)C1=O)C=1N=C(SC1)N (7-[2-ethoxyimino-2-(2-aminothiazol-4-yl)acetamido]-3-(1,3,4-thiadiazol-2-yl)thiomethyl-3-cephem-4-carboxylic acid). RXN SMILES: Cl.[CH2:2]([O:4][N:5]=[C:6]([C:29]1[N:30]=[C:31]([NH:34]C=O)[S:32][CH:33]=1)[C:7]([NH:9][CH:10]1[C:27](=[O:28])[N:12]2[C:13]([C:24]([OH:26])=[O:25])=[C:14]([CH2:17][S:18][C:19]3[S:20][CH:21]=[N:22][N:23]=3)[CH2:15][S:16][C@H:11]12)=[O:8])[CH3:3]>CO.O1CCCC1>[CH2:2]([O:4][N:5]=[C:6]([C:29]1[N:30]=[C:31]([NH2:34])[S:32][CH:33]=1)[C:7]([NH:9][CH:10]1[C:27](=[O:28])[N:12]2[C:13]([C:24]([OH:26])=[O:25])=[C:14]([CH2:17][S:18][C:19]3[S:20][CH:21]=[N:22][N:23]=3)[CH2:15][S:16][C@H:11]12)=[O:8])[CH3:3].